Dataset: the Open Reaction Database (ORD), a public repository of structured organic reaction records. Task: describe an organic reaction: reactants, conditions, products, and yield Reactants: N1=CC=C(C=C1)C1=COC=C1 (3-(pyridin-4-yl)furan), BrC1=CC=C(C#N)C=C1 (4-bromobenzonitrile), O1C=C(C=C1)B(O)O (3-furanboronic acid). Yields the product C(#N)C1=CC=C(C=C1)C1=COC=C1 (3-(4-cyanophenyl)-furan). RXN SMILES: N1[CH:6]=[CH:5][C:4]([C:7]2[CH:11]=[CH:10][O:9][CH:8]=2)=[CH:3][CH:2]=1.BrC1C=C[C:16]([C:17]#[N:18])=CC=1.O1C=CC(B(O)O)=C1>>[C:17]([C:16]1[CH:6]=[CH:5][C:4]([C:7]2[CH:11]=[CH:10][O:9][CH:8]=2)=[CH:3][CH:2]=1)#[N:18]. Reported procedure: As described in Example 1(d) for the preparation of 3-(pyridin-4-yl)furan, 4-bromobenzonitrile (4.00 g, 22.0 mmol) was coupled to 3-furanboronic acid to furnish in high yield crude 3-(4-cyanophenyl)-furan as a brown solid, mp 55-7° C., which was used immediately without further purification. RXN SMILES: [H-].[H-].[H-].[H-].[Li+].[Al+3].C([O:10][C:11]([C:13]1[C:22]2[C:17](=[CH:18][C:19]([O:23][CH3:24])=[CH:20][CH:21]=2)[CH:16]=[C:15]([NH:25][C:26]2[CH:30]=[C:29]([CH3:31])[NH:28][N:27]=2)[N:14]=1)=O)(C)C>C1COCC1>[CH3:24][O:23][C:19]1[CH:18]=[C:17]2[C:22](=[CH:21][CH:20]=1)[C:13]([CH2:11][OH:10])=[N:14][C:15]([NH:25][C:26]1[CH:30]=[C:29]([CH3:31])[NH:28][N:27]=1)=[CH:16]2 |f:0.1.2.3.4.5|. Yields the product COC=1C=C2C=C(N=C(C2=CC1)CO)NC1=NNC(=C1)C ([6-Methoxy-3-(5-methyl-1H-pyrazol-3-ylamino)-isoquinolin-1-yl]-methanol). Conditions: time 8 hour. Run in C1CCOC1 (THF). Reported procedure: LiAlH4 (0.67 g) was added in portions to a solution of 6-Methoxy-3-(5-methyl-1H-pyrazol-3-ylamino)-isoquinoline-1-carboxylic acid isopropyl ester (1.5 g) in 50 mL THF at 0° C. The mixture was stirred at r.t. overnight. Ice-water was added carefully to the mixture until no gas produced. The pH of the solution was adjusted to 7˜8, and then extracted with ethyl acetate three times. The organic layer was washed with saturated NaCl(aq), dried over NaSO4, and concentrated to give the crude product for... Starting materials: [H-].[H-].[H-].[H-].[Li+].[Al+3] (LiAlH4), C(C)(C)OC(=O)C1=NC(=CC2=CC(=CC=C12)OC)NC1=NNC(=C1)C (6-Methoxy-3-(5-methyl-1H-pyrazol-3-ylamino)-isoquinoline-1-carboxylic acid isopropyl ester), Ice water. Reactants: O=Cc1oc2ccccc2c1Br, [Na+], O=C([O-])O, O, OCCO, Cc1ccc(S(=O)(=O)O)cc1, c1ccccc1. Product: Brc1c(C2OCCO2)oc2ccccc12. RXN SMILES: [Br:1][c:2]1[c:3]([CH:11]=[O:12])[o:4][c:5]2[c:6]1[cH:7][cH:8][cH:9][cH:10]2.[Na+:39].[O-:35][C:36]([OH:37])=[O:38].[OH2:13].[OH:25][CH2:26][CH2:27][OH:28].[c:14]1([CH3:15])[cH:16][cH:17][c:18]([S:19]([OH:20])(=[O:21])=[O:22])[cH:23][cH:24]1.[cH:29]1[cH:30][cH:31][cH:32][cH:33][cH:34]1>>[Br:1][c:2]1[c:3]([CH:11]2[O:12][CH2:27][CH2:26][O:25]2)[o:4][c:5]2[c:6]1[cH:7][cH:8][cH:9][cH:10]2. Starting materials: CN(S(=O)(=O)C1=C(C=CC(=C1)N=C=O)Cl)C (N, N-dimethyl-2-chloro-5-isocyanatobenzenesulfonamide), [H-].[Na+] (sodium hydride), NC(=CC(=O)OCC)C(F)(F)F (ethyl 3-amino-4,4,4-trifluoro-2-butenoate). Solvent: O1CCCC1 (THF), O1CCCC1 (THF), O1CCCC1 (tetrahydrofuran). Conditions: temperature -5 celsius, time 1 hour. The product is CN(S(=O)(=O)C1=C(C=CC(=C1)N1C(NC(=CC1=O)C(F)(F)F)=O)Cl)C (N,N-dimethyl-2-chloro-5-[3,6-dihydro-4-trifluoromethyl-2,6-dioxo-1(2H)-pyrimidinyl]benzenesulfonamide). Reaction SMILES: [H-].[Na+].[NH2:3][C:4]([C:11]([F:14])([F:13])[F:12])=[CH:5][C:6]([O:8]CC)=O.[CH3:15][N:16]([CH3:30])[S:17]([C:20]1[CH:25]=[C:24]([N:26]=[C:27]=[O:28])[CH:23]=[CH:22][C:21]=1[Cl:29])(=[O:19])=[O:18]>O1CCCC1>[CH3:15][N:16]([CH3:30])[S:17]([C:20]1[CH:25]=[C:24]([N:26]2[C:6](=[O:8])[CH:5]=[C:4]([C:11]([F:12])([F:13])[F:14])[NH:3][C:27]2=[O:28])[CH:23]=[CH:22][C:21]=1[Cl:29])(=[O:19])=[O:18] |f:0.1|. Reported procedure: To 30 ml of dried tetrahydrofuran (THF) cooled to -5° C. was added, under nitrogen, 3.6 g of sodium hydride as a 60% dispersion mineral oil. To the stirred slurry was added a solution of 10 g of ethyl 3-amino-4,4,4-trifluoro-2-butenoate in 30 ml of THF over a period of 30 minutes. After stirring at -5° C. for 1 hour, the reaction mixture was cooled to -65° C. and a solution of N, N-dimethyl-2-chloro-5-isocyanatobenzenesulfonamide (Example A-4 above) in 30 ml of THF was added dropwise maintaining...